From a dataset of the Open Reaction Database (ORD), a public repository of structured organic reaction records. describe an organic reaction: reactants, conditions, products, and yield The reactants are O1CCC(CC1)O (tetrahydro-4H-pyran-4-ol), C(C)(=O)C1C(OC(OC1=O)(C)C)=O (5-acetyl-2,2-dimethyl-1,3-dioxane-4,6-dione). The solvent is C1=CC=CC=C1 (benzene). The product is O=C(CC(=O)OC1CCOCC1)C (Tetrahydro-4H-pyran-4-yl 3-oxobutanoate). Reaction SMILES: [O:1]1[CH2:6][CH2:5][CH:4]([OH:7])[CH2:3][CH2:2]1.[C:8]([CH:11]1C(=O)OC(C)(C)[O:13][C:12]1=O)(=[O:10])[CH3:9]>C1C=CC=CC=1>[O:10]=[C:8]([CH3:9])[CH2:11][C:12]([O:7][CH:4]1[CH2:5][CH2:6][O:1][CH2:2][CH2:3]1)=[O:13]. Procedure details: A solution of tetrahydro-4H-pyran-4-ol (1.6 ml, 16.8 mmoles) and 5-acetyl-2,2-dimethyl-1,3-dioxane-4,6-dione (3.0 g, 16.1 mmoles) in dry benzene (50 ml) was heated under reflux for 4 hours. The solvent was removed in vacuo and the residue distilled at 146°-151°/14 mm Hg to afford the title product as a colourless oil, 2.84 g. Nmr (CDCl3)δ5.1 (m,H), 3.5 (s,3H). Reactants: ClC1=C(C=C(C(=C1)C(C1=C(C=CC=C1)F)=O)Cl)OC (2,5-dichloro-4-(2-fluorobenzoyl)anisole), Cl.NO (hydroxylamine hydrochloride), ketone. The solvent is N1=CC=CC=C1 (pyridine). Yields the product FC1=C(C=CC=C1)/C(/C1=C(C=C(C(=C1)Cl)OC)Cl)=N/O ((z)-2'-fluoro-2,5-dichloro-4-methoxybenzophenone oxime). As a reaction SMILES: [Cl:1][C:2]1[CH:7]=[C:6]([C:8](=O)[C:9]2[CH:14]=[CH:13][CH:12]=[CH:11][C:10]=2[F:15])[C:5]([Cl:17])=[CH:4][C:3]=1[O:18][CH3:19].Cl.[NH2:21][OH:22]>N1C=CC=CC=1>[F:15][C:10]1[CH:11]=[CH:12][CH:13]=[CH:14][C:9]=1/[C:8](=[N:21]/[OH:22])/[C:6]1[CH:7]=[C:2]([Cl:1])[C:3]([O:18][CH3:19])=[CH:4][C:5]=1[Cl:17] |f:1.2|. Procedure details: A mixture of 2,5-dichloro-4-(2-fluorobenzoyl)anisole (3 g) and hydroxylamine hydrochloride (1.4 g) in pyridine (25 ml) is refluxed for several hours until no ketone remains. The pyridine is removed under high vacuum and the residue diluted with water, then extracted with chloroform. The chloroform solution is dried and the chloroform removed to give a solid which is recrystallized from ether to afford (z)-2'-fluoro-2,5-dichloro-4-methoxybenzophenone oxime, mp 188° C. Reactants: OCC1OC(c2ccc(Cl)c(Cc3ncc(-c4ccco4)s3)c2)C(OCc2ccccc2)C(OCc2ccccc2)C1OCc1ccccc1, ClCCl. Yields the product O=CC1OC(c2ccc(Cl)c(Cc3ncc(-c4ccco4)s3)c2)C(OCc2ccccc2)C(OCc2ccccc2)C1OCc1ccccc1. Reaction SMILES: [CH2:1]([c:2]1[cH:3][cH:4][cH:5][cH:6][cH:7]1)[O:8][CH:9]1[CH:10]([CH2:49][OH:50])[O:11][CH:12]([c:31]2[cH:32][c:33]([CH2:38][c:39]3[s:40][c:41](-[c:44]4[o:45][cH:46][cH:47][cH:48]4)[cH:42][n:43]3)[c:34]([Cl:37])[cH:35][cH:36]2)[CH:13]([O:23][CH2:24][c:25]2[cH:26][cH:27][cH:28][cH:29][cH:30]2)[CH:14]1[O:15][CH2:16][c:17]1[cH:18][cH:19][cH:20][cH:21][cH:22]1.[Cl:51][CH2:52][Cl:53]>>[CH2:1]([c:2]1[cH:3][cH:4][cH:5][cH:6][cH:7]1)[O:8][CH:9]1[CH:10]([CH:49]=[O:50])[O:11][CH:12]([c:31]2[cH:32][c:33]([CH2:38][c:39]3[s:40][c:41](-[c:44]4[o:45][cH:46][cH:47][cH:48]4)[cH:42][n:43]3)[c:34]([Cl:37])[cH:35][cH:36]2)[CH:13]([O:23][CH2:24][c:25]2[cH:26][cH:27][cH:28][cH:29][cH:30]2)[CH:14]1[O:15][CH2:16][c:17]1[cH:18][cH:19][cH:20][cH:21][cH:22]1. The reactants are C(C1=CC=CC=C1)OC=1C=CC(=NC1)C(=O)C1=NC=CC=C1F ([5-(benzyloxy)pyridin-2-yl] (3-fluoropyridin-2-yl)methanone), O.NN (hydrazine monohydrate). Solvent: CCO (EtOH). Conditions: temperature 50 celsius, time 8 hour. Product: C(C1=CC=CC=C1)OC=1C=CC(=NC1)C1=NNC=2C1=NC=CC2 (3-[5-(Benzyloxy)pyridin-2-yl]-1H-pyrazolo[4,3-b]pyridine). As a reaction SMILES: [CH2:1]([O:8][C:9]1[CH:10]=[CH:11][C:12]([C:15]([C:17]2[C:22](F)=[CH:21][CH:20]=[CH:19][N:18]=2)=O)=[N:13][CH:14]=1)[C:2]1[CH:7]=[CH:6][CH:5]=[CH:4][CH:3]=1.O.[NH2:25][NH2:26]>CCO>[CH2:1]([O:8][C:9]1[CH:10]=[CH:11][C:12]([C:15]2[C:17]3=[N:18][CH:19]=[CH:20][CH:21]=[C:22]3[NH:26][N:25]=2)=[N:13][CH:14]=1)[C:2]1[CH:7]=[CH:6][CH:5]=[CH:4][CH:3]=1 |f:1.2|. Reported procedure: A mixture of [5-(benzyloxy)pyridin-2-yl] (3-fluoropyridin-2-yl)methanone (2.85 g) and hydrazine monohydrate (1.348 mL) in EtOH (10 mL) was stirred at 50° C. overnight. After cooling, insoluble material was filtrated and washed with EtOH. The filtrate was evaporated, treated with water and extracted with AcOEt. The organic layer was dried over Na2SO4 and concentrated under reduced pressure. The residue was purified by silica gel column chromatography (AcOEt/hexane) to give the title compound (0.2... Starting materials: [BH4-], CCO, O=C(c1ccc(Cl)cc1)c1ccccc1Cl, [Na+]. Yields the product OC(c1ccc(Cl)cc1)c1ccccc1Cl. As a reaction SMILES: [BH4-:1].[CH3:19][CH2:20][OH:21].[Cl:3][c:4]1[c:5]([C:6](=[O:7])[c:8]2[cH:9][cH:10][c:11]([Cl:14])[cH:12][cH:13]2)[cH:15][cH:16][cH:17][cH:18]1.[Na+:2]>>[Cl:3][c:4]1[c:5]([CH:6]([OH:7])[c:8]2[cH:9][cH:10][c:11]([Cl:14])[cH:12][cH:13]2)[cH:15][cH:16][cH:17][cH:18]1.